Dataset: the Open Reaction Database (ORD), a public repository of structured organic reaction records. Task: describe an organic reaction: reactants, conditions, products, and yield The reactants are C(=O)(O)[O-].[Na+] (NaHCO3), OC(CC1(CC1)O)C (1-(2-hydroxypropyl)cyclopropanol), N1=C(C=CC=C1C)C (2,6-lutidine), FC(S(=O)(=O)O[Si](C)(C)C)(F)F (trimethylsilyl trifluoromethanesulfonate), C([O-])([O-])=O.[Na+].[Na+] (sodium carbonate), FC(S(=O)(=O)O[Si](C)(C)C)(F)F (trimethylsilyl trifluoromethanesulfonate), N1=C(C=CC=C1C)C (2,6-lutidine), FC(S(=O)(=O)O[Si](C)(C)C)(F)F (trimethylsilyl trifluoromethanesulfonate), FC(S(=O)(=O)O[Si](C)(C)C)(F)F (trimethylsilyl trifluoromethanesulfonate), CN1N=CC(=C1C=O)[N+](=O)[O-] (2-methyl-4-nitro-pyrazole-3-carbaldehyde). Run in C(Cl)Cl (DCM). Run at time 18 hour. Product: CN1N=CC(=C1C1OC(CC2(CC2)O1)C)[N+](=O)[O-] (1-methyl-5-(5-methyl-6,8-dioxaspiro[2.5]octan-7-yl)-4-nitro-pyrazole). RXN SMILES: [OH:1][CH:2]([CH3:8])[CH2:3][C:4]1([OH:7])[CH2:6][CH2:5]1.N1C(C)=CC=CC=1C.FC(F)(F)S(O[Si](C)(C)C)(=O)=O.[CH3:29][N:30]1[C:34]([CH:35]=O)=[C:33]([N+:37]([O-:39])=[O:38])[CH:32]=[N:31]1.C(=O)([O-])[O-].[Na+].[Na+].C([O-])(O)=O.[Na+]>C(Cl)Cl>[CH3:29][N:30]1[C:34]([CH:35]2[O:7][C:4]3([CH2:6][CH2:5]3)[CH2:3][CH:2]([CH3:8])[O:1]2)=[C:33]([N+:37]([O-:39])=[O:38])[CH:32]=[N:31]1 |f:4.5.6,7.8|. Reported procedure: To a solution of 1-(2-hydroxypropyl)cyclopropanol (2.0 g, 17.2 mmol) in DCM (35 mL) at 0° C. was added 2,6-lutidine (5 mL, 42.9 mmol) followed by trimethylsilyl trifluoromethanesulfonate (6 mL, 32.9 mmol). The reaction mixture was warmed to room temperature and stirred for 18 hr. Additional amounts of 2,6-lutidine (5 mL, 42.9 mmol) and trimethylsilyl trifluoromethanesulfonate (6 mL, 32.9 mmol) were added at 0° C. The mixture was stirred for 1 hr and quenched with saturated aqueous NaHCO3 (30 mL)... Reactants: CCCCBr, O=C([O-])[O-], CC(C)=O, [K+], [K+], CCOC(=O)C1CCCC1=O. The product is CCCCC1(C(=O)OCC)CCCC1=O. Reaction SMILES: [Br:18][CH2:19][CH2:20][CH2:21][CH3:22].[C:12](=[O:13])([O-:14])[O-:15].[CH3:23][C:24](=[O:25])[CH3:26].[K+:16].[K+:17].[O:1]=[C:2]1[CH:3]([C:7](=[O:8])[O:9][CH2:10][CH3:11])[CH2:4][CH2:5][CH2:6]1>>[O:1]=[C:2]1[C:3]([C:7](=[O:8])[O:9][CH2:10][CH3:11])([CH2:19][CH2:20][CH2:21][CH3:22])[CH2:4][CH2:5][CH2:6]1. Starting materials: FC=1C(=NC(=NC1C)N1CC2(NOCC2C1)C1=NC=CN=C1)OC (5-(5-fluoro-4-methoxy-6-methyl-pyrimidin-2-yl)-6a-pyrazin-2-yl-3,3a,4,6-tetrahydro-1H-pyrrolo[3,4-c]isoxazole), CO (Methanol). The reagents and catalysts are [Ni] (Raney nickel). Solvent: O (water), C(C)O (ethanol). Product: NC1(C(CN(C1)C1=NC(=C(C(=N1)OC)F)C)CO)C1=NC=CN=C1 ([4-Amino-1-(5-fluoro-4-methoxy-6-methyl-pyrimidin-2-yl)-4-pyrazin-2-yl-pyrrolidin-3-yl]methanol). The yield is 99.3%. Reaction SMILES: [F:1][C:2]1[C:3]([O:23][CH3:24])=[N:4][C:5]([N:9]2[CH2:16][CH:15]3[C:11]([C:17]4[CH:22]=[N:21][CH:20]=[CH:19][N:18]=4)([NH:12][O:13][CH2:14]3)[CH2:10]2)=[N:6][C:7]=1[CH3:8].CO>C(O)C.[Ni].O>[NH2:12][C:11]1([C:17]2[CH:22]=[N:21][CH:20]=[CH:19][N:18]=2)[CH2:10][N:9]([C:5]2[N:4]=[C:3]([O:23][CH3:24])[C:2]([F:1])=[C:7]([CH3:8])[N:6]=2)[CH2:16][CH:15]1[CH2:14][OH:13]. Procedure: A solution of 5-(5-fluoro-4-methoxy-6-methyl-pyrimidin-2-yl)-6a-pyrazin-2-yl-3,3a,4,6-tetrahydro-1H-pyrrolo[3,4-c]isoxazole (0.92 g, 2.77 mmol) in ethanol (40 mL) is hydrogenated at 50 psi in the presence of Raney nickel (as a slurry in water) (2.7 g, 45.54 mmol) for 5 hours using a PARR hydrogenator. Methanol is added and the catalyst removed by filtration through a pad of diatomaceous earth. The diatomaceous earth pad is washed with methanol. The combined filtrates are concentrated under reduc... RXN SMILES: [CH3:1][Si:2]([CH2:3][CH2:4][O:5][CH2:6][n:7]1[cH:8][cH:9][c:10]2[c:11]1[n:12][cH:13][c:14]([NH2:16])[n:15]2)([CH3:17])[CH3:18].[CH3:28][c:29]1[cH:30][cH:31][cH:32][cH:33][cH:34]1.[CH:19]1([N:25]=[C:26]=[O:27])[CH2:20][CH2:21][CH2:22][CH2:23][CH2:24]1>>[CH3:1][Si:2]([CH2:3][CH2:4][O:5][CH2:6][n:7]1[cH:8][cH:9][c:10]2[c:11]1[n:12][cH:13][c:14]([NH:16][C:26]([NH:25][CH:19]1[CH2:20][CH2:21][CH2:22][CH2:23][CH2:24]1)=[O:27])[n:15]2)([CH3:17])[CH3:18]. Starting materials: C[Si](C)(C)CCOCn1ccc2nc(N)cnc21, Cc1ccccc1, O=C=NC1CCCCC1. Product: C[Si](C)(C)CCOCn1ccc2nc(NC(=O)NC3CCCCC3)cnc21. As a reaction SMILES: Cl[CH2:2][CH2:3][CH2:4][CH2:5][O:6][C:7]1[CH:8]=[CH:9][C:10]2[NH:15][C:14](=[O:16])[O:13][C:12]([CH3:18])([CH3:17])[C:11]=2[CH:19]=1.[C:20]1([C:26]2[CH:31]=[CH:30][C:29]([SH:32])=[CH:28][CH:27]=2)[CH:25]=[CH:24][CH:23]=[CH:22][CH:21]=1>>[C:26]1([C:20]2[CH:25]=[CH:24][CH:23]=[CH:22][CH:21]=2)[CH:27]=[CH:28][C:29]([S:32][CH2:2][CH2:3][CH2:4][CH2:5][O:6][C:7]2[CH:8]=[CH:9][C:10]3[NH:15][C:14](=[O:16])[O:13][C:12]([CH3:18])([CH3:17])[C:11]=3[CH:19]=2)=[CH:30][CH:31]=1. Reported procedure: Prepared analogously to Example 1 from 6-(4-chlorobutoxy)-4,4-dimethyl-4H-3,1-benzoxazin-2-one and 4-phenyl-thiophenol. Yields the product C1(=CC=C(C=C1)SCCCCOC=1C=CC2=C(C(OC(N2)=O)(C)C)C1)C1=CC=CC=C1 (6-[4-(4-Biphenylylmercapto)-butoxy]-4,4-dimethyl-4H-3,1-benzoxazin-2-one). Reactants: ClCCCCOC=1C=CC2=C(C(OC(N2)=O)(C)C)C1 (6-(4-chlorobutoxy)-4,4-dimethyl-4H-3,1-benzoxazin-2-one), C1(=CC=CC=C1)C1=CC=C(C=C1)S (4-phenyl-thiophenol).